Dataset: the Open Reaction Database (ORD), a public repository of structured organic reaction records. Task: describe an organic reaction: reactants, conditions, products, and yield Reactants: N#Cc1ccc2[nH]ccc2c1, CN(C)C=O, ClCc1ccccc1, [H-], [Na+], O. Yields the product N#Cc1ccc2c(ccn2Cc2ccccc2)c1. RXN SMILES: [C:1](#[N:2])[c:3]1[cH:4][c:5]2[cH:6][cH:7][nH:8][c:9]2[cH:10][cH:11]1.[CH3:23][N:24]([CH3:25])[CH:26]=[O:27].[Cl:14][CH2:15][c:16]1[cH:17][cH:18][cH:19][cH:20][cH:21]1.[H-:12].[Na+:13].[OH2:22]>>[C:1](#[N:2])[c:3]1[cH:4][c:5]2[cH:6][cH:7][n:8]([CH2:15][c:16]3[cH:17][cH:18][cH:19][cH:20][cH:21]3)[c:9]2[cH:10][cH:11]1. Reactants: CCCCN1CCC2(CC1)OCCO2, Cl. Product: CCCCN1CCC(=O)CC1. As a reaction SMILES: [CH2:1]([CH2:2][CH2:3][CH3:4])[N:5]1[CH2:6][CH2:7][C:8]2([O:9][CH2:12][CH2:11][O:10]2)[CH2:13][CH2:14]1.[ClH:15]>>[CH2:1]([CH2:2][CH2:3][CH3:4])[N:5]1[CH2:6][CH2:7][C:8](=[O:9])[CH2:13][CH2:14]1. Reactants: FC1=CC=C(C(=O)Cl)C=C1 (4-fluorobenzoyl chloride), O=P12OP3(=O)OP(=O)(O1)OP(=O)(O2)O3 (phosphorus pentoxide), [Sn](Cl)(Cl)(Cl)Cl (tin (IV) chloride), [Sn](Cl)(Cl)(Cl)Cl (tin (IV) chloride), C[Si](C)(C)C#N (trimethylsilyl cyanide). The solvent is C(Cl)Cl (methylene chloride), CCCCC (pentane). Reaction conditions: time 2 hour. Yields the product FC1=CC=C(C(=O)C#N)C=C1 (4-fluorobenzoyl cyanide). The yield is 52.9%. Reaction SMILES: [F:1][C:2]1[CH:10]=[CH:9][C:5]([C:6](Cl)=[O:7])=[CH:4][CH:3]=1.O=P12OP3(OP(OP(O3)(O1)=O)(=O)O2)=O.C[Si]([C:29]#[N:30])(C)C.[Sn](Cl)(Cl)(Cl)Cl>CCCCC.C(Cl)Cl>[F:1][C:2]1[CH:10]=[CH:9][C:5]([C:6]([C:29]#[N:30])=[O:7])=[CH:4][CH:3]=1. Reported procedure: 4-Fluorobenzoyl cyanide was prepared according to the general procedure reported by G. A. Olah et al. [supra]. Under dry conditions, 1.829 g of 4-fluorobenzoyl chloride (98%, Aldrich) (11.54 mmol), 30 mL of methylene chloride, freshly distilled from phosphorus pentoxide under nitrogen, and 1.8 mL of trimethylsilyl cyanide (13 mmol) were added to a 100-mL round bottom flask. To this solution 0.29 mL of tin (IV) chloride (2.5 mmol) was added. On addition of the tin (IV) chloride, the color of the ... Reactants: CC1=CC=C(S1)C1=NC=2C(=NC=CC2)N1CC(=O)O (2-(5-methyl-2-thienyl)-3H-imidazo[4,5-b]pyridine-3-acetic acid), C(=O)(N1C=NC=C1)N1C=NC=C1 (1,1'-carbonyldiimidazole), C(CC)NCCC (dipropylamine). The solvent is O1CCCC1 (tetrahydrofuran), O1CCCC1 (tetrahydrofuran), C(C)(C)O (isopropyl alcohol). Run at time 8 hour. The product is CC1=CC=C(S1)C1=NC=2C(=NC=CC2)N1CC(=O)N(CCC)CCC (2-(5-Methyl-2-thienyl)-N,N-dipropyl-3H-imidazo[4,5-b]pyridine-3-acetamide). Yield: 34.9%. As a reaction SMILES: [CH3:1][C:2]1[S:6][C:5]([C:7]2[N:15]([CH2:16][C:17]([OH:19])=O)[C:10]3=[N:11][CH:12]=[CH:13][CH:14]=[C:9]3[N:8]=2)=[CH:4][CH:3]=1.C(N1C=CN=C1)(N1C=CN=C1)=O.[CH2:32]([NH:35][CH2:36][CH2:37][CH3:38])[CH2:33][CH3:34]>O1CCCC1.C(O)(C)C>[CH3:1][C:2]1[S:6][C:5]([C:7]2[N:15]([CH2:16][C:17]([N:35]([CH2:36][CH2:37][CH3:38])[CH2:32][CH2:33][CH3:34])=[O:19])[C:10]3=[N:11][CH:12]=[CH:13][CH:14]=[C:9]3[N:8]=2)=[CH:4][CH:3]=1. Reported procedure: A solution of 2-(5-methyl-2-thienyl)-3H-imidazo[4,5-b]pyridine-3-acetic acid (5.0 g, 0.0183 mole) and 1,1'-carbonyldiimidazole (2.97 g, 0.0183 mole) in tetrahydrofuran (100 ml) was stirred at room temperature for 3 hours with a stream of nitrogen bubbling through it. A solution of dipropylamine (5.56 g, 0.055 mole) in tetrahydrofuran (7 ml) was added and the reaction mixture was stirred overnight at room temperature. The solvents were evaporated and the residue was partitioned between water and ... Reactants: Compound 120, BrC1=CN=C(C=2N1N=CN2)NC2=CC=C(C=C2)N2CCOCC2 ((5-bromo-[1,2,4]triazolo[1,5-a]pyrazin-8-yl)-(4-morpholin-4-ylphenyl)amine), CC1(OB(OC1(C)C)C1=CSC=C1)C (4,4,5,5-tetramethyl-2-thiophen-3-yl-[1,3,2]dioxaborolane). The product is N1(CCOCC1)C1=CC=C(C=C1)NC=1C=2N(C(=CN1)C1=CSC=C1)N=CN2 ((4-Morpholin-4-ylphenyl)-(5-thiophen-3-yl-[1,2,4]triazolo[1,5-a]pyrazin-8-yl)amine). RXN SMILES: Br[C:2]1[N:7]2[N:8]=[CH:9][N:10]=[C:6]2[C:5]([NH:11][C:12]2[CH:17]=[CH:16][C:15]([N:18]3[CH2:23][CH2:22][O:21][CH2:20][CH2:19]3)=[CH:14][CH:13]=2)=[N:4][CH:3]=1.CC1(C)C(C)(C)OB([C:32]2[CH:36]=[CH:35][S:34][CH:33]=2)O1>>[N:18]1([C:15]2[CH:16]=[CH:17][C:12]([NH:11][C:5]3[C:6]4[N:7]([N:8]=[CH:9][N:10]=4)[C:2]([C:32]4[CH:36]=[CH:35][S:34][CH:33]=4)=[CH:3][N:4]=3)=[CH:13][CH:14]=2)[CH2:23][CH2:22][O:21][CH2:20][CH2:19]1. Procedure: This compound may be prepared using methods as described for Compound 120, using (5-bromo-[1,2,4]triazolo[1,5-a]pyrazin-8-yl)-(4-morpholin-4-ylphenyl)amine and 4,4,5,5-tetramethyl-2-thiophen-3-yl-[1,3,2]dioxaborolane in step 4. LCMS: Rt 1.19 min (95%), m/z (ESI) 379 (M+H)+. The reactants are C(=O)(OC)C=1OC(=CC1N=C=O)C(C)(C)C (2-carbomethoxy-5-tert-butyl-3-furyl isocyanate), NC1=CC=C(C=C1)C (p-toluidine). Solvent: C1(=CC=CC=C1)C (toluene). Conditions: time 1 hour. Product: C(=O)(OC)C=1OC(=CC1NC(=O)NC1=CC=C(C=C1)C)C(C)(C)C (N-(2-carbomethoxy-5-tert-butyl-3-furyl)-N′-(4-methylphenyl)urea). Reaction SMILES: [C:1]([C:5]1[O:6][C:7]([C:13]([CH3:16])([CH3:15])[CH3:14])=[CH:8][C:9]=1[N:10]=[C:11]=[O:12])([O:3][CH3:4])=[O:2].[NH2:17][C:18]1[CH:23]=[CH:22][C:21]([CH3:24])=[CH:20][CH:19]=1>C1(C)C=CC=CC=1>[C:1]([C:5]1[O:6][C:7]([C:13]([CH3:16])([CH3:15])[CH3:14])=[CH:8][C:9]=1[NH:10][C:11]([NH:17][C:18]1[CH:23]=[CH:22][C:21]([CH3:24])=[CH:20][CH:19]=1)=[O:12])([O:3][CH3:4])=[O:2]. Reported procedure: The 2-carbomethoxy-5-tert-butyl-3-furyl isocyanate prepared in Step 3 was dissolved in anh. toluene (40 mL), p-toluidine (2.05 g, 6.02 mmol, 1.0 equiv) was added, and the resulting solution was stirred at room temp. for 1 h. The toluene mixture was concentrated under reduced pressure, then diluted with CHCl3 (150 mL). The organic solution was washed with a 1N HCl solution (2×100 mL) and a saturated NaCl solution (100 mL), dried (Na2SO4) and concentrated under reduced pressure. The residue was pu... Reactants: ClC1=C2C(=NC=C1C#N)NC=C2C(C2=C(C(=CC=C2F)[N+](=O)[O-])F)=O (4-chloro-3-(2,6-difluoro-3-nitro-benzoyl)-1H-pyrrolo[2,3-b]pyridine-5-carbonitrile), [Sn](Cl)Cl (tin(II) chloride), C([O-])(O)=O.[Na+] (sodium bicarbonate), O1CCCC1 (tetrahydrofuran). The solvent is C(C)O (ethanol), O (water), C(C)(=O)OCC (ethyl acetate). Conditions: temperature 60 celsius. The product is NC=1C(=C(C(=O)C2=CNC3=NC=C(C(=C32)Cl)C#N)C(=CC1)F)F (3-(3-amino-2,6-difluoro-benzoyl)-4-chloro-1H-pyrrolo[2,3-b]pyridine-5-carbonitrile). The yield is 88.0%. RXN SMILES: [Cl:1][C:2]1[C:7]([C:8]#[N:9])=[CH:6][N:5]=[C:4]2[NH:10][CH:11]=[C:12]([C:13](=[O:25])[C:14]3[C:19]([F:20])=[CH:18][CH:17]=[C:16]([N+:21]([O-])=O)[C:15]=3[F:24])[C:3]=12.[Sn](Cl)Cl.O1CCCC1.C(=O)(O)[O-].[Na+]>C(O)C.C(OCC)(=O)C.O>[NH2:21][C:16]1[C:15]([F:24])=[C:14]([C:19]([F:20])=[CH:18][CH:17]=1)[C:13]([C:12]1[C:3]2[C:4](=[N:5][CH:6]=[C:7]([C:8]#[N:9])[C:2]=2[Cl:1])[NH:10][CH:11]=1)=[O:25] |f:3.4|. Procedure details: In a round bottom flask, 4-chloro-3-(2,6-difluoro-3-nitro-benzoyl)-1H-pyrrolo[2,3-b]pyridine-5-carbonitrile (51, 0.15 g, 0.42 mmol) in 10 mL of ethanol and 10 mL of tetrhydrofuran, tin(II) chloride (0.1 mL, 2.1 mmol) is added. An additional 10 mL of tetrahydrofuran is added to give a clear solution, and the reaction is heated at 60° C. for 24 hours. The reaction is combined with 10 mL of water and 10 mL of saturated aqueous sodium bicarbonate and 20 mL of ethyl acetate is added. Celite is added ...